Dataset: the Open Reaction Database (ORD), a public repository of structured organic reaction records. Task: describe an organic reaction: reactants, conditions, products, and yield Yields the product FC1=CC=C(C=2[C@H]3[C@@H](COC12)[C@H]3NC(=S)NC3=NC=C(C=C3)OC3=CC(=CC=C3)F)F (N-[(1S,1aR,7bR)-4,7-difluoro-1,1a,2,7b-tetrahydrocyclopropa[c]chromen-1-yl]-N′-[5-(3-fluorophenoxy)-2-pyridinyl]thiourea). Run at time 12 hour. Starting materials: FC1=CC=C(C=2[C@H]3[C@@H](COC12)[C@H]3N)F ((1S,1aR,7bR)-4,7-difluoro-1,1a,2,7b-tetrahydrocyclopropa[c]chromen-1-amine), FC=1C=C(OC=2C=CC(=NC2)N=C=S)C=CC1 (5-(3-fluorophenoxy)-2-isothiocyanatopyridine). Run in C(C)#N (acetonitrile). As a reaction SMILES: [F:1][C:2]1[C:11]2[O:10][CH2:9][C@H:8]3[C@@H:12]([NH2:13])[C@H:7]3[C:6]=2[C:5]([F:14])=[CH:4][CH:3]=1.[F:15][C:16]1[CH:17]=[C:18]([CH:29]=[CH:30][CH:31]=1)[O:19][C:20]1[CH:21]=[CH:22][C:23]([N:26]=[C:27]=[S:28])=[N:24][CH:25]=1>C(#N)C>[F:1][C:2]1[C:11]2[O:10][CH2:9][C@H:8]3[C@@H:12]([NH:13][C:27]([NH:26][C:23]4[CH:22]=[CH:21][C:20]([O:19][C:18]5[CH:29]=[CH:30][CH:31]=[C:16]([F:15])[CH:17]=5)=[CH:25][N:24]=4)=[S:28])[C@H:7]3[C:6]=2[C:5]([F:14])=[CH:4][CH:3]=1. Procedure details: (1S,1aR,7bR)-4,7-difluoro-1,1a,2,7b-tetrahydrocyclopropa[c]chromen-1-amine (20 mg, 0.1 mmol) was dissolved in dry acetonitrile (1 ml) and 5-(3-fluorophenoxy)-2-isothiocyanatopyridine (25 mg, 0.1 mmol) was added and the reaction mixture was stirred at ambient temperature for 12 h. The precipitate formed was collected by filtration and washed with acetonitrile and diethyl ether to give 17 mg (38% yield) of pure product as beige powder. The yield is 38.3%. Reactants: COc1ccc2ccc(-c3cc4c(cc3[N+](=O)[O-])OCO4)cc2c1, CCOC(C)=O. Yields the product COc1ccc2ccc(-c3cc4c(cc3N)OCO4)cc2c1. Reaction SMILES: [CH2:1]1[O:2][c:3]2[cH:4][c:5]([N+:22]([O-:23])=[O:24])[c:6](-[c:10]3[cH:11][cH:12][c:13]4[cH:14][cH:15][c:16]([O:20][CH3:21])[cH:17][c:18]4[cH:19]3)[cH:7][c:8]2[O:9]1.[CH3:25][CH2:26][O:27][C:28](=[O:29])[CH3:30]>>[CH2:1]1[O:2][c:3]2[cH:4][c:5]([NH2:22])[c:6](-[c:10]3[cH:11][cH:12][c:13]4[cH:14][cH:15][c:16]([O:20][CH3:21])[cH:17][c:18]4[cH:19]3)[cH:7][c:8]2[O:9]1. Starting materials: C(C1=CC=CC=C1)N1CC2C(C1)O2 (1-benzyl-3,4-epoxypyrrolidine), C1(=CC=CC=C1)O (phenol). Reagents/catalysts: O (water). The solvent is C(C)OCC (ethyl ether). Yields the product O(C1=CC=CC=C1)[C@H]1[C@@H](CN(C1)CC1=CC=CC=C1)O (Trans-4-phenoxy-1-phenylmethyl-3-pyrrolidinol). The yield is 24.0%. As a reaction SMILES: [CH2:1]([N:8]1[CH2:12][CH:11]2[O:13][CH:10]2[CH2:9]1)[C:2]1[CH:7]=[CH:6][CH:5]=[CH:4][CH:3]=1.[C:14]1([OH:20])[CH:19]=[CH:18][CH:17]=[CH:16][CH:15]=1>O.C(OCC)C>[O:20]([C@@H:11]1[CH2:12][N:8]([CH2:1][C:2]2[CH:3]=[CH:4][CH:5]=[CH:6][CH:7]=2)[CH2:9][C@H:10]1[OH:13])[C:14]1[CH:19]=[CH:18][CH:17]=[CH:16][CH:15]=1. Procedure: A mixture of 12.3 g. of 1-benzyl-3,4-epoxypyrrolidine, 13.2 g. of phenol and 3 drops of water was heated at 120° C. under nitrogen gas for 20 hr. The mixture was cooled and dissolved in 100 ml. ethyl ether. The ethereal solution was extracted with 2×50 ml. of 5% sodium hydroxide and then washed with water. After being dried with anhydrous sodium sulfate, the solvent was evaporated and the residue weighed 14.3 g. Two crystallizations from cyclohexane gave analytically pure product melting at 101°... Starting materials: ClC1=CC(=C(C2=C1C(=CS2)CC(=O)O)Cl)O ((4,7-dichloro-6-hydroxy-1-benzothiophen-3-yl)acetic acid), OS(=O)(=O)O (H2SO4), CO (MeOH). Run at temperature 80 celsius, time 40 minute. Product: COC(CC1=CSC2=C1C(=CC(=C2Cl)O)Cl)=O (Methyl(4,7-dichloro-6-hydroxy-1-benzothiophen-3-yl)acetate). RXN SMILES: [Cl:1][C:2]1[C:7]2[C:8]([CH2:11][C:12]([OH:14])=[O:13])=[CH:9][S:10][C:6]=2[C:5]([Cl:15])=[C:4]([OH:16])[CH:3]=1.OS(O)(=O)=O.[CH3:22]O>>[CH3:22][O:13][C:12](=[O:14])[CH2:11][C:8]1[C:7]2[C:2]([Cl:1])=[CH:3][C:4]([OH:16])=[C:5]([Cl:15])[C:6]=2[S:10][CH:9]=1. Procedure: A mixture of methyl(4,7-dichloro-6-methoxy-1-benzothiophen-3-yl)acetate (300.9 mg), DMF (dry) (9.0 mL) and sodium 2-methyl-2-propanethiolate (442 mg) was stirred at 160° C. for 20 min. The mixture was quenched with water and 1N HCl and extracted with EtOAc. The organic layer was washed successively with water and brine, dried over MgSO4, and concentrated in vacuo to give (4,7-dichloro-6-hydroxy-1-benzothiophen-3-yl)acetic acid (327 mg) as a crude mixture. A crude mixture of (4,7-dichloro-6-hydro... Reactants: Cl.ClCC=1N(C2=C(C(=NC=3C=CC=CC23)N)N1)CC1=CC=CC=C1 (2-Chloromethyl-1-phenylmethyl-1H-imidazo[4,5-c]quinolin-4-amine hydrochloride), alcohol, N1CCOCC1 (morpholine). Product: O1CCN(CC1)CC=1N(C2=C(C(=NC=3C=CC=CC23)N)N1)CC1=CC=CC=C1 (2-Morpholinomethyl-1-phenylmethyl-1H-imidazo[4,5-c]quinolin-4-amine). As a reaction SMILES: Cl.Cl[CH2:3][C:4]1[N:5]([CH2:18][C:19]2[CH:24]=[CH:23][CH:22]=[CH:21][CH:20]=2)[C:6]2[C:15]3[CH:14]=[CH:13][CH:12]=[CH:11][C:10]=3[N:9]=[C:8]([NH2:16])[C:7]=2[N:17]=1.[NH:25]1[CH2:30][CH2:29][O:28][CH2:27][CH2:26]1>>[O:28]1[CH2:29][CH2:30][N:25]([CH2:3][C:4]2[N:5]([CH2:18][C:19]3[CH:24]=[CH:23][CH:22]=[CH:21][CH:20]=3)[C:6]3[C:15]4[CH:14]=[CH:13][CH:12]=[CH:11][C:10]=4[N:9]=[C:8]([NH2:16])[C:7]=3[N:17]=2)[CH2:26][CH2:27]1 |f:0.1|. Procedure details: 2-Chloromethyl-1-phenylmethyl-1H-imidazo[4,5-c]quinolin-4-amine hydrochloride (Example 28, prepared from 2.0 g of the alcohol) was added to morpholine (5.0 mL) and the mixture was refluxed for 4 hr. The mixture was then cooled to room temperature and the solid was filtered from the mixture. The solid was slurried in aqueous sodium bicarbonate solution, filtered from the mixture, and dried. A crude yield of 2.0 g of product as a white solid was obtained. The crude product was recrystallized from ... The reactants are ClCl (chlorine), Cl.C(C)OC(CN)=O (glycine ethyl ester hydrochloride), C=C1CC(=O)O1 (diketene), C(C)OC(CN)=O (glycine ethyl ester). The solvent is C(Cl)Cl (CH2Cl2), C(Cl)Cl (methylene chloride). Conditions: temperature -30 celsius, time 30 minute. Product: ClCC(CC(=O)NCC(=O)OCC)=O (Ethyl 2-(4-chloro-3-oxobutanamido)acetate). RXN SMILES: [CH2:1]=[C:2]1[O:6][C:4](=[O:5])[CH2:3]1.[Cl:7]Cl.[CH2:9]([O:11][C:12](=[O:15])[CH2:13][NH2:14])[CH3:10].Cl.C(OC(=O)CN)C>C(Cl)Cl>[Cl:7][CH2:6][C:2](=[O:1])[CH2:3][C:4]([NH:14][CH2:13][C:12]([O:11][CH2:9][CH3:10])=[O:15])=[O:5] |f:3.4|. Procedure details: 5.08 ml diketene are dissolved in 40 ml CH2Cl2. The solution is cooled to -30° C. and chlorine is passed through it for 1 h. The solution is then added rapidly dropwise to a solution of glycine ethyl ester prepared by suspending 9.30 g glycine ethyl ester hydrochloride in 160 ml methylene chloride containing 18.6 ml triethylamine, the mixture is stirred for 30 min and cooled to -30° C. Stirring is continued for 30 min, the solvent is evaporated in vacuo, and the residue taken up in ethyl acetate... The reactants are C(C1=CC=CC=C1)NCCCCCCN=CC1=CC=C2C=CC3=CC=CC4=CC=C1C2=C34 (N-benzyl-N′-pyren-1-ylmethylene-hexane-1,6-diamine), [BH4-].[Na+] (sodium borohydride), C1=CC=CC=C1 (Ph-H). Solvent: CO (methanol). Yields the product C(C1=CC=CC=C1)NCCCCCCNCC1=CC=C2C=CC3=CC=CC4=CC=C1C2=C34 (N-benzyl-N′-pyren-1-ylmethyl-hexane-1,6-diamine). As a reaction SMILES: [CH2:1]([NH:8][CH2:9][CH2:10][CH2:11][CH2:12][CH2:13][CH2:14][N:15]=[CH:16][C:17]1[C:30]2[C:31]3=[C:32]4[C:27](=[CH:28][CH:29]=2)[CH:26]=[CH:25][CH:24]=[C:23]4[CH:22]=[CH:21][C:20]3=[CH:19][CH:18]=1)[C:2]1[CH:7]=[CH:6][CH:5]=[CH:4][CH:3]=1.[BH4-].[Na+].C1C=CC=CC=1>CO>[CH2:1]([NH:8][CH2:9][CH2:10][CH2:11][CH2:12][CH2:13][CH2:14][NH:15][CH2:16][C:17]1[C:30]2[C:31]3=[C:32]4[C:27](=[CH:28][CH:29]=2)[CH:26]=[CH:25][CH:24]=[C:23]4[CH:22]=[CH:21][C:20]3=[CH:19][CH:18]=1)[C:2]1[CH:7]=[CH:6][CH:5]=[CH:4][CH:3]=1 |f:1.2|. Reported procedure: A solution of N-benzyl-N′-pyren-1-ylmethylene-hexane-1,6-diamine (420 mg, 1.00 mmol) and sodium borohydride (190 mg, 5.00 mmol) in methanol (10.0 ml) was stirred at room temperature for 3 hours under a nitrogen atmosphere. The solvent was removed under vacuum, and the residue was dissolved in chloroform and washed with water, and dried over magnesium sulphate. The solvent was removed and the residue was dried under vacuum to give a yellow oil (386/mg, 92%). 1H NMR (CDCl3) δ/ppm 1.32 (4H, m, (CH2...